This data is from the Open Reaction Database (ORD), a public repository of structured organic reaction records. The task is: describe an organic reaction: reactants, conditions, products, and yield Reactants: -{[6-Hydroxy-1,3-bis(3-methylbutyl)-2,4-dioxo-1,2,3,4-tetrahydro-5-pyrimidinyl]carbonyl}glycine, N(=C=O)CC(=O)OCC (ethyl isocyanatoacetate), CC(CCN1C(N(C(CC1=O)=O)CCC(C)C)=O)C (1,3-bis(3-methylbutyl)-2,4,6(1H,3H,5H)-pyrimidinetrione), C(C)(C)N(CC)C(C)C (diisopropylethylamine). Run in ClCCl (dichloromethane). Reaction conditions: time 5 hour. Yields the product OC1=C(C(N(C(N1CCC(C)C)=O)CCC(C)C)=O)C(=O)NCC(=O)O (N-{[6-Hydroxy-1,3-bis(3-methylbutyl)-2,4-dioxo-1,2,3,4-tetrahydro-5-pyrimidinyl]carbonyl}glycine). As a reaction SMILES: [CH3:1][CH:2]([CH3:19])[CH2:3][CH2:4][N:5]1[C:10](=[O:11])[CH2:9][C:8](=[O:12])[N:7]([CH2:13][CH2:14][CH:15]([CH3:17])[CH3:16])[C:6]1=[O:18].C(N(C(C)C)CC)(C)C.[N:29]([CH2:32][C:33]([O:35]CC)=[O:34])=[C:30]=[O:31]>ClCCl>[OH:11][C:10]1[N:5]([CH2:4][CH2:3][CH:2]([CH3:19])[CH3:1])[C:6](=[O:18])[N:7]([CH2:13][CH2:14][CH:15]([CH3:17])[CH3:16])[C:8](=[O:12])[C:9]=1[C:30]([NH:29][CH2:32][C:33]([OH:35])=[O:34])=[O:31]. Procedure details: -{[6-Hydroxy-1,3-bis(3-methylbutyl)-2,4-dioxo-1,2,3,4-tetrahydro-5-pyrimidinyl]carbonyl}glycine. A mixture of 1,3-bis(3-methylbutyl)-2,4,6(1H,3H,5H)-pyrimidinetrione (1.2 g, 4.47 mmoles) and diisopropylethylamine (1.56 mL, 8.94 mmoles) was stirred in dichloromethane (30 mL) and treated with ethyl isocyanatoacetate (501 uL, 4.47 mmoles). The mixture was stirred for 5 hours, washed with 1 molar hydrochloric acid (×2), evaporated, taken up in ethanol-6 molar sodium hydroxide and stirred overnight. ... Reactants: ClC=1C=C2CC(C(C2=CC1)=O)C(=O)OC (methyl 5-chloro-2,3-dihydro-1-oxo-1H-indene-2-carboxylate), C1(=CC=CC=C1)[C@@H]([C@H](C1=CC=CC=C1)NCC1=C(C(=CC=C1)C(C)(C)C)O)NCC1=C(C(=CC=C1)C(C)(C)C)O (2,2′-[[(1S,2S)-1,2-diphenyl-1,2-ethanediyl]bis(iminomethylene)]bis[6-(1,1-dimethylethyl)-phenol]), C(C)(C)(C)OO (tert-butyl hydroperoxide). Reagents/catalysts: C/C(=C/C(=O)C)/[O-].C/C(=C/C(=O)C)/[O-].C/C(=C/C(=O)C)/[O-].C/C(=C/C(=O)C)/[O-].[Zr+4] (zirconium(IV) acetylacetonate). Run in C1(=CC=CC=C1)C (toluene), C1(=CC=CC=C1)C (toluene). Run at temperature 65 celsius, time 3.5 hour. Product: ClC=1C=C2CC(C(C2=CC1)=O)(C(=O)OC)O (methyl 5-chloro-2,3-dihydro-2-hydroxy-1-oxo-1H-indene-2-carboxylate). Isolated yield 85.0%. As a reaction SMILES: C1([C@H](NCC2C=CC=C(C(C)(C)C)C=2O)[C@@H](NCC2C=CC=C(C(C)(C)C)C=2[OH:27])C2C=CC=CC=2)C=CC=CC=1.[Cl:41][C:42]1[CH:43]=[C:44]2[C:48](=[CH:49][CH:50]=1)[C:47](=[O:51])[CH:46]([C:52]([O:54][CH3:55])=[O:53])[CH2:45]2.C(OO)(C)(C)C>C1(C)C=CC=CC=1.C/C(/[O-])=C/C(C)=O.C/C(/[O-])=C/C(C)=O.C/C(/[O-])=C/C(C)=O.C/C(/[O-])=C/C(C)=O.[Zr+4]>[Cl:41][C:42]1[CH:43]=[C:44]2[C:48](=[CH:49][CH:50]=1)[C:47](=[O:51])[C:46]([OH:27])([C:52]([O:54][CH3:55])=[O:53])[CH2:45]2 |f:4.5.6.7.8|. Procedure: A chiral zirconium complex was prepared by rapidly stirring (forming a vortex) a mixture of zirconium(IV) acetylacetonate (43.5 mg, 0.089 mmol) and 2,2′-[[(1S,2S)-1,2-diphenyl-1,2-ethanediyl]bis(iminomethylene)]bis[6-(1,1-dimethylethyl)-phenol] (Formula IIIb wherein R6 is H, 0.096 g, 0.18 mmol) in toluene (1.00 mL) at 50° C. for one hour. The resulting solution was evaporated to dryness in vacuo, then a solution of methyl 5-chloro-2,3-dihydro-1-oxo-1H-indene-2-carboxylate (0.500 g, 2.23 mmol) (F... Procedure: To a solution of 3 (0.5 g, 1.7 mmol) in methanol (25 mL) was added aqueous NaOH (2M; 4.3 mL) and the reaction mixture was stirred at 40° C. for 0.5 h. Methanol was removed in vacuo and the water layer acidified and extracted with ethyl acetate, dried, filtered and evaporated to dryness. The crude compound was used as such for the next step. The product is BrC=1C=C(C=CC1)N1C=NC(=C1)C(=O)O (1-(3-Bromo-phenyl)-1H-imidazole-4-carboxylic acid). RXN SMILES: C([O:3][C:4]([C:6]1[N:7]=[CH:8][N:9]([C:11]2[CH:16]=[CH:15][CH:14]=[C:13]([Br:17])[CH:12]=2)[CH:10]=1)=[O:5])C.[OH-].[Na+]>CO>[Br:17][C:13]1[CH:12]=[C:11]([N:9]2[CH:10]=[C:6]([C:4]([OH:5])=[O:3])[N:7]=[CH:8]2)[CH:16]=[CH:15][CH:14]=1 |f:1.2|. Solvent: CO (methanol). Starting materials: C(C)OC(=O)C=1N=CN(C1)C1=CC(=CC=C1)Br (1-(3-Bromo-phenyl)-1H-imidazole-4-carboxylic acid ethyl ester), [OH-].[Na+] (NaOH). Reaction conditions: temperature 40 celsius, time 0.5 hour. Run at time 4 hour. Reactants: O1N=CC=C1C1=C2C=3[C@H](CNC3C=C1)C[C@@H](C2)N(CCC)CCC ((-)(2aR,4S)-6-(5-isoxazolyl)-4-(di-n-propylamino)-1,2,2a,3,4,5-hexahydrobenz[cd]indole), ClCl (Cl2). The reagents and catalysts are O=[Mn]=O (MnO2). RXN SMILES: [O:1]1[C:5]([C:6]2[CH:14]=[CH:13][C:12]3[NH:11][CH2:10][C@@H:9]4[CH2:15][C@H:16]([N:18]([CH2:22][CH2:23][CH3:24])[CH2:19][CH2:20][CH3:21])[CH2:17][C:7]=2[C:8]=34)=[CH:4][CH:3]=[N:2]1.ClCl>O=[Mn]=O>[O:1]1[C:5]([C:6]2[CH:14]=[CH:13][C:12]3[NH:11][CH:10]=[C:9]4[CH2:15][C@H:16]([N:18]([CH2:22][CH2:23][CH3:24])[CH2:19][CH2:20][CH3:21])[CH2:17][C:7]=2[C:8]=34)=[CH:4][CH:3]=[N:2]1. Procedure: A mixture of (-)(2aR,4S)-6-(5-isoxazolyl)-4-(di-n-propylamino)-1,2,2a,3,4,5-hexahydrobenz[cd]indole (253 mg, 0.8 mmol) and 1 g of MnO2 in 100 ml of CH2 Cl2 was sonicated at 50-55 KHz for four hours. The reaction mixture was warmed to reflux during the time period. After four hours, the reaction mixture was filtered through a celite pad and the filtrate was concentrated to dryness in vacuo. The resulting residue was chromatographed (flash column, silica gel, EtOAc) to provide 130 mg of title prod... The yield is 50.2%. Yields the product O1N=CC=C1C1=C2C=3C(=CNC3C=C1)C[C@@H](C2)N(CCC)CCC ((-)(4R)-6-(5-isoxazolyl)-4-(di-n-propylamino)-1,3,4,5-tetrahydrobenz[cd]indole). The reactants are Heterocyclic, 8-methyl, C1COC2(C3CC(C(CC2)N3CC3=CC=CC=C3)S(=O)(=O)C3=CC=CC=C3)O1 ((±)-6-benzenesulfonyl-8-benzyl-8-aza-bicyclo[3.2.1]octan-2-one ethylene acetal), P(=O)(O)([O-])[O-].[Na+].[Na+] (sodium hydrogenphosphate), CO (methanol). The reagents and catalysts are [Na].[Hg] (Sodium mercury amalgam). The solvent is O1CCCC1 (tetrahydrofuran). Yields the product C1COC2(C3CCC(CC2)N3CC3=CC=CC=C3)O1 ((±)-8-Benzyl-8-aza-bicyclo[3.2.1]octan-2-one Ethylene Acetal). Isolated yield 89.0%. Reaction SMILES: P([O-])([O-])(O)=O.[Na+].[Na+].CO.[CH2:10]1[O:37][C:13]2([CH2:19][CH2:18][CH:17]3[N:20]([CH2:21][C:22]4[CH:27]=[CH:26][CH:25]=[CH:24][CH:23]=4)[CH:14]2[CH2:15][CH:16]3S(C2C=CC=CC=2)(=O)=O)[O:12][CH2:11]1>O1CCCC1.[Na].[Hg]>[CH2:11]1[O:12][C:13]2([CH2:19][CH2:18][CH:17]3[N:20]([CH2:21][C:22]4[CH:27]=[CH:26][CH:25]=[CH:24][CH:23]=4)[CH:14]2[CH2:15][CH2:16]3)[O:37][CH2:10]1 |f:0.1.2,6.7,^1:42|. Procedure details: The procedure described in Synth. Commun., 25:3681-3690 (1995) to prepare the analogous 8-methyl compounds was used. In a three-neck flask equipped with a thermometer, an argon inlet, and a powder funnel were placed sodium hydrogenphosphate (dibasic) (7.10g, 50.0 mmol), and dry methanol (8 mL). A solution of (±)-6-benzenesulfonyl-8-benzyl-8-aza-bicyclo[3.2.1]octan-2-one ethylene acetal (J. Heterocyclic Chem., 34:1139-1146(1997) (2.00 g, 5.0 mmol) in tetrahydrofuran (16 mL) was added. Sodium merc...